Dataset: the Open Reaction Database (ORD), a public repository of structured organic reaction records. Task: describe an organic reaction: reactants, conditions, products, and yield Starting materials: CC=1C=NC2=C3N=CC(=C(C3=CC=C2C1C)C)C (3,4,7,8-tetramethylphenantroline), C1(CCC1)N1CCN(CCC1)C(=O)N1CC(C1)O (1-[(4-cyclobutyl-1,4-diazepan-1-yl)carbonyl]azetidin-3-ol), BrC=1C=CC(=NC1)C(F)(F)F (5-bromo-2-trifluoromethylpyridine). Product: C1(CCC1)N1CCN(CCC1)C(=O)N1CC(C1)OC=1C=NC(=CC1)C(F)(F)F (1-cyclobutyl-4-[(3-{[6-(trifluoromethyl)pyridin-3-yl]oxy}azetidin-1-yl)carbonyl]-1,4-diazepane). RXN SMILES: CC1C=NC2C(C=1C)=CC=C1C=2N=CC(C)=C1C.[CH:19]1([N:23]2[CH2:29][CH2:28][CH2:27][N:26]([C:30]([N:32]3[CH2:35][CH:34]([OH:36])[CH2:33]3)=[O:31])[CH2:25][CH2:24]2)[CH2:22][CH2:21][CH2:20]1.Br[C:38]1[CH:39]=[CH:40][C:41]([C:44]([F:47])([F:46])[F:45])=[N:42][CH:43]=1>>[CH:19]1([N:23]2[CH2:29][CH2:28][CH2:27][N:26]([C:30]([N:32]3[CH2:33][CH:34]([O:36][C:38]4[CH:43]=[N:42][C:41]([C:44]([F:47])([F:46])[F:45])=[CH:40][CH:39]=4)[CH2:35]3)=[O:31])[CH2:25][CH2:24]2)[CH2:22][CH2:21][CH2:20]1. Reported procedure: In a similar fashion (Route 21, GP J) except for replacing phenantroline with 3,4,7,8-tetramethylphenantroline, 1-[(4-cyclobutyl-1,4-diazepan-1-yl)carbonyl]azetidin-3-ol (50 mg, 0.20 mmol) and 5-bromo-2-trifluoromethylpyridine (59 mg, 0.26 mmol) gave the title compound as a brown oil after purification by preparative HPLC (15 mg, 14%). The reactants are CC1(OB(OC1(C)C)C=1C=NN(C1)CCO)C (2-(4-(4,4,5,5-tetramethyl-1,3,2-dioxaborolan-2-yl)-1H-pyrazol-1-yl)ethanol), C([O-])([O-])=O.[Na+].[Na+] (sodium carbonate), NC1=C(C(=NC=N1)N[C@@H](C)C1=NN2C(C(N1C1=CC=CC=C1)=O)=C(C=C2)C)I ((S)-2-(1-((6-amino-5-iodopyrimidin-4-yl)amino)ethyl)-5-methyl-3-phenylpyrrolo[2,1-f][1,2,4]triazin-4(3H)-one), CC1(OB(OC1(C)C)C=1C=NN(C1)CCO)C (2-(4-(4,4,5,5-tetramethyl-1,3,2-dioxaborolan-2-yl)-1H-pyrazol-1-yl)ethanol). The reagents and catalysts are [Pd] (palladium). Conditions: temperature 80 celsius, time 24 hour. The product is NC1=C(C(=NC=N1)N[C@@H](C)C1=NN2C(C(N1C1=CC=CC=C1)=O)=CC=C2)C=2C=NN(C2)CCO ((S)-2-(1-((6-Amino-5-(1-(2-hydroxyethyl)-1H-pyrazol-4-yl)pyrimidin-4-yl)amino)ethyl)-3-phenylpyrrolo[2,1-f][1,2,4]triazin-4(3H)-one). Yield: 47.9%. As a reaction SMILES: [NH2:1][C:2]1[N:7]=[CH:6][N:5]=[C:4]([NH:8][C@H:9]([C:11]2[N:16]([C:17]3[CH:22]=[CH:21][CH:20]=[CH:19][CH:18]=3)[C:15](=[O:23])[C:14]3=[C:24](C)[CH:25]=[CH:26][N:13]3[N:12]=2)[CH3:10])[C:3]=1I.CC1(C)C(C)(C)OB([C:37]2[CH:38]=[N:39][N:40]([CH2:42][CH2:43][OH:44])[CH:41]=2)O1.C(=O)([O-])[O-].[Na+].[Na+]>[Pd]>[NH2:1][C:2]1[N:7]=[CH:6][N:5]=[C:4]([NH:8][C@H:9]([C:11]2[N:16]([C:17]3[CH:22]=[CH:21][CH:20]=[CH:19][CH:18]=3)[C:15](=[O:23])[C:14]3=[CH:24][CH:25]=[CH:26][N:13]3[N:12]=2)[CH3:10])[C:3]=1[C:37]1[CH:38]=[N:39][N:40]([CH2:42][CH2:43][OH:44])[CH:41]=1 |f:2.3.4|. Reported procedure: The title compound was prepared following the experimental procedure described in Example 3 from 100 mg (0.21 mmol) of (S)-2-(1-((6-amino-5-iodopyrimidin-4-yl)amino)ethyl)-5-methyl-3-phenylpyrrolo[2,1-f][1,2,4]triazin-4(3H)-one and 76 mg (0.32 mmol) of 2-(4-(4,4,5,5-tetramethyl-1,3,2-dioxaborolan-2-yl)-1H-pyrazol-1-yl)ethanol. After 18 hours heating, an excess of 2-(4-(4,4,5,5-tetramethyl-1,3,2-dioxaborolan-2-yl)-1H-pyrazol-1-yl)ethanol (76 mg), palladium catalyst (19 mg) and aqueous sodium carb... Reactants: C(C)(C)OC(C)C (diisopropyl ether), CCCCC (pentane), OC(CC[C@H]1[C@H](CN(CC1)CC#CC1=C(C(=CC(=C1)F)F)F)C(=O)OC)C1=CC=NC2=CC=C(C=C12)OC (methyl (3R,4R)-4-[3-(R,S)-hydroxy-3-(6-methoxyquinolin-4yl)propyl]-1-[3-(2,3,5-trifluorophenyl)prop-2-ynyl]piperidine-3-carboxylate), [OH-].[Na+] (sodium hydroxide). The solvent is 50/50, O1CCOCC1 (dioxane), ClCCl (dichloromethane). Conditions: temperature 60 celsius, time 15 hour. The product is OC(CC[C@H]1[C@H](CN(CC1)CC#CC1=C(C(=CC(=C1)F)F)F)C(=O)O)C1=CC=NC2=CC=C(C=C12)OC ((3R,4R)-4-[3-(R,S)-hydroxy-3-(6-methoxyquinolin-4-yl)propyl]-1-[3-(2,3,5-trifluorophenyl)prop-2-ynyl]piperidine-3-carboxylic acid). Yield: 31.7%. RXN SMILES: [OH:1][CH:2]([C:27]1[C:36]2[C:31](=[CH:32][CH:33]=[C:34]([O:37][CH3:38])[CH:35]=2)[N:30]=[CH:29][CH:28]=1)[CH2:3][CH2:4][C@@H:5]1[CH2:10][CH2:9][N:8]([CH2:11][C:12]#[C:13][C:14]2[CH:19]=[C:18]([F:20])[CH:17]=[C:16]([F:21])[C:15]=2[F:22])[CH2:7][C@@H:6]1[C:23]([O:25]C)=[O:24].[OH-].[Na+].C(OC(C)C)(C)C.CCCCC>O1CCOCC1.ClCCl>[OH:1][CH:2]([C:27]1[C:36]2[C:31](=[CH:32][CH:33]=[C:34]([O:37][CH3:38])[CH:35]=2)[N:30]=[CH:29][CH:28]=1)[CH2:3][CH2:4][C@@H:5]1[CH2:10][CH2:9][N:8]([CH2:11][C:12]#[C:13][C:14]2[CH:19]=[C:18]([F:20])[CH:17]=[C:16]([F:21])[C:15]=2[F:22])[CH2:7][C@@H:6]1[C:23]([OH:25])=[O:24] |f:1.2|. Procedure details: A solution of 1.7 g of methyl (3R,4R)-4-[3-(R,S)-hydroxy-3-(6-methoxyquinolin-4yl)propyl]-1-[3-(2,3,5-trifluorophenyl)prop-2-ynyl]piperidine-3-carboxylate in 17 cm3 of dioxane to which had been added 2.58 cm3 of 5N aqueous sodium hydroxide solution was stirred for 15 hours at a temperature in the region of 60° C. After cooling to a temperature in the region of 20° C., the reaction mixture was concentrated under reduced pressure (5 kPa) at a temperature in the region of 40° C. The residue obtaine... Procedure: A mixture of EXAMPLE 50B (5.5 g) and 5% Pt/C (20 mg) in acetic acid (200 mL) was hydrogenated at 60 psi for 12 hours and filtered. The filtrate was concentrated and the concentrate partitioned between ethyl acetate and sodium bicarbonate solution. The organic phase was isolated and concentrated. The concentrate was flash chromatographed on silica gel with 10-30% ethyl acetate/hexanes. Reaction SMILES: [F:1][C:2]1[CH:3]=[C:4]([C:12]2[N:13]([C:17]([O:19][C:20]([CH3:23])([CH3:22])[CH3:21])=[O:18])[CH:14]=[CH:15][CH:16]=2)[CH:5]=[CH:6][C:7]=1[C:8]([O:10][CH3:11])=[O:9]>C(O)(=O)C.[Pt]>[F:1][C:2]1[CH:3]=[C:4]([CH:12]2[CH2:16][CH2:15][CH2:14][N:13]2[C:17]([O:19][C:20]([CH3:23])([CH3:22])[CH3:21])=[O:18])[CH:5]=[CH:6][C:7]=1[C:8]([O:10][CH3:11])=[O:9]. Reagents/catalysts: [Pt] (Pt/C). The solvent is C(C)(=O)O (acetic acid). Starting materials: FC=1C=C(C=CC1C(=O)OC)C=1N(C=CC1)C(=O)OC(C)(C)C (tert-butyl 2-(3-fluoro-4-methoxycarbonylphenyl)pyrrole-1-carboxylate). Yields the product FC=1C=C(C=CC1C(=O)OC)C1N(CCC1)C(=O)OC(C)(C)C (tert-butyl 2-(3-fluoro-4-methoxycarbonylphenyl)pyrrolidine-1-carboxylate). Yields the product COc1cc(OC)cc(Oc2cccc(F)c2CC(=O)O)c1. As a reaction SMILES: [C:24](=[O:25])([O-:26])[O-:27].[CH3:13][O:14][c:15]1[cH:16][c:17]([OH:23])[cH:18][c:19]([O:21][CH3:22])[cH:20]1.[CH3:34][N:35]([CH3:36])[CH:37]=[O:38].[Cl:1][c:2]1[c:3]([CH2:9][C:10](=[O:11])[OH:12])[c:4]([F:8])[cH:5][cH:6][cH:7]1.[Cu:30]([I:31])[I:32].[Cu:33].[K+:28].[K+:29]>>[c:2]1([O:23][c:17]2[cH:16][c:15]([O:14][CH3:13])[cH:20][c:19]([O:21][CH3:22])[cH:18]2)[c:3]([CH2:9][C:10](=[O:11])[OH:12])[c:4]([F:8])[cH:5][cH:6][cH:7]1. Starting materials: O=C([O-])[O-], COc1cc(O)cc(OC)c1, CN(C)C=O, O=C(O)Cc1c(F)cccc1Cl, I[Cu]I, [Cu], [K+], [K+].